Dataset: the Open Reaction Database (ORD), a public repository of structured organic reaction records. Task: describe an organic reaction: reactants, conditions, products, and yield Starting materials: Brc1cncc(I)c1, OCCO, CC(C)O, [Cu]I, [K+], [K+], [K+], CC(C)(C)OC(=O)N1CCNCC1, O=P([O-])([O-])[O-]. Product: CC(C)(C)OC(=O)N1CCN(c2cncc(Br)c2)CC1. As a reaction SMILES: [Br:1][c:2]1[cH:3][n:4][cH:5][c:6]([I:8])[cH:7]1.[CH2:30]([OH:31])[CH2:32][OH:33].[CH:34]([OH:35])([CH3:36])[CH3:37].[Cu:38][I:39].[K+:27].[K+:28].[K+:29].[N:9]1([C:15](=[O:16])[O:17][C:18]([CH3:19])([CH3:20])[CH3:21])[CH2:10][CH2:11][NH:12][CH2:13][CH2:14]1.[P:22]([O-:23])([O-:24])([O-:25])=[O:26]>>[Br:1][c:2]1[cH:3][n:4][cH:5][c:6]([N:12]2[CH2:11][CH2:10][N:9]([C:15](=[O:16])[O:17][C:18]([CH3:19])([CH3:20])[CH3:21])[CH2:14][CH2:13]2)[cH:7]1. Starting materials: O1C(C(=O)OC)C1C1CCCCC1 (racemic methyl 2,3-epoxy-3-cyclohexylpropionate), tris-HCl, [OH-].[Na+] (sodium hydroxide), VII. Run in C1(=CC=CC=C1)C (toluene). Reaction conditions: time 48 hour. Product: O1[C@H](C(=O)O)[C@H]1C1CCCCC1 ((2S,3R)-2,3-epoxy-3-cyclohexylpropionic acid). As a reaction SMILES: [O:1]1[CH:7]([CH:8]2[CH2:13][CH2:12][CH2:11][CH2:10][CH2:9]2)[CH:2]1[C:3]([O:5]C)=[O:4].[OH-].[Na+]>C1(C)C=CC=CC=1>[O:1]1[C@H:7]([CH:8]2[CH2:9][CH2:10][CH2:11][CH2:12][CH2:13]2)[C@H:2]1[C:3]([OH:5])=[O:4] |f:1.2|. Procedure details: 500 ml of toluene containing 100 g of racemic methyl 2,3-epoxy-3-cyclohexylpropionate, was added to 500 ml of a 1M tris-HCl buffer solution (pH 8.0) containing lipase type VII (derived from Candida rugosa, prepared by Sigma Co., U.S.A.) in a concentration of 5 g/l, and asymmetric hydrolysis reaction was carried out at 30° C. for 48 hours at a stirring speed of 600 rpm. After the reaction, a 1N sodium hydroxide aqueous solution was added to the reaction solution to adjust the pH of the aqueous ph... The reactants are N1(CCNCC1)C=1OC2=C(N1)C=CC=C2 (2-(piperazin-1-yl)benzo[d]oxazole), FC(C1=NC(=NO1)C=1C=C(C(=O)O)C=CC1)(F)F (3-(5-(trifluoromethyl)-1,2,4-oxadiazol-3-yl)benzoic acid). Product: O1C(=NC2=C1C=CC=C2)N2CCN(CC2)C(=O)C2=CC(=CC=C2)C2=NOC(=N2)C(F)(F)F ((4-(Benzo[d]oxazol-2-yl)piperazin-1-yl)(3-(5-(trifluoromethyl)-1,2,4-oxadiazol-3-yl)phenyl)methanone). Yield: 12.0%. As a reaction SMILES: [N:1]1([C:7]2[O:8][C:9]3[CH:15]=[CH:14][CH:13]=[CH:12][C:10]=3[N:11]=2)[CH2:6][CH2:5][NH:4][CH2:3][CH2:2]1.[F:16][C:17]([F:33])([F:32])[C:18]1[O:22][N:21]=[C:20]([C:23]2[CH:24]=[C:25]([CH:29]=[CH:30][CH:31]=2)[C:26](O)=[O:27])[N:19]=1>>[O:8]1[C:9]2[CH:15]=[CH:14][CH:13]=[CH:12][C:10]=2[N:11]=[C:7]1[N:1]1[CH2:6][CH2:5][N:4]([C:26]([C:25]2[CH:29]=[CH:30][CH:31]=[C:23]([C:20]3[N:19]=[C:18]([C:17]([F:32])([F:16])[F:33])[O:22][N:21]=3)[CH:24]=2)=[O:27])[CH2:3][CH2:2]1. Procedure details: This compound was synthesized from 2-(piperazin-1-yl)benzo[d]oxazole and 3-(5-(trifluoromethyl)-1,2,4-oxadiazol-3-yl)benzoic acid as described for example 37 step 3 (20 mg, yield 12%). 1H NMR (400 MHz, CDCl3) δ 8.26-8.22 (m, 2H), 7.69-7.63 (m, 2H), 7.40-7.39 (m, 1H), 7.31-7.29 (m, 1H), 7.23-7.19 (td, J=7.7 Hz, 1.1 Hz, 1H), 7.10-7.06 (m, 1H), 3.96-3.63 (m, 8H). MS (ESI) m/z: Calculated for C21H16F3N5O3: 443.12. found: 444.2 (M+H)+ Starting materials: CCOCCN, CCOC(C)=O, O=[N+]([O-])c1ccccc1Cl. The product is CCOCCNc1ccccc1[N+](=O)[O-]. As a reaction SMILES: [CH2:11]([CH3:12])[O:13][CH2:14][CH2:15][NH2:16].[CH3:17][CH2:18][O:19][C:20](=[O:21])[CH3:22].[Cl:1][c:2]1[c:3]([N+:8](=[O:9])[O-:10])[cH:4][cH:5][cH:6][cH:7]1>>[c:2]1([NH:16][CH2:15][CH2:14][O:13][CH2:11][CH3:12])[c:3]([N+:8](=[O:9])[O-:10])[cH:4][cH:5][cH:6][cH:7]1. Reactants: C1(CC1)COC1=CC2=C(N=C(O2)N2CCC(CC2)OC[C@H](C)NC(OC(C)(C)C)=O)C=C1 (tert-butyl [(1S)-2-({1-[6-(cyclopropylmethoxy)-1,3-benzoxazol-2-yl]piperidin-4-yl}oxy)-1-methylethyl]carbamate), C(OC)(=O)Cl (methyl chlorocarbonate). Yields the product C1(CC1)COC1=CC2=C(N=C(O2)N2CCC(CC2)OC[C@H](C)NC(OC)=O)C=C1 (methyl [(1S)-2-({1-[6-(cyclopropylmethoxy)-1,3-benzoxazol-2-yl]piperidin-4-yl}oxy)-1-methylethyl]carbamate). Reaction SMILES: [CH:1]1([CH2:4][O:5][C:6]2[CH:32]=[CH:31][C:9]3[N:10]=[C:11]([N:13]4[CH2:18][CH2:17][CH:16]([O:19][CH2:20][C@@H:21]([NH:23][C:24](=[O:30])[O:25][C:26](C)(C)C)[CH3:22])[CH2:15][CH2:14]4)[O:12][C:8]=3[CH:7]=2)[CH2:3][CH2:2]1.C(Cl)(=O)OC>>[CH:1]1([CH2:4][O:5][C:6]2[CH:32]=[CH:31][C:9]3[N:10]=[C:11]([N:13]4[CH2:18][CH2:17][CH:16]([O:19][CH2:20][C@@H:21]([NH:23][C:24](=[O:30])[O:25][CH3:26])[CH3:22])[CH2:15][CH2:14]4)[O:12][C:8]=3[CH:7]=2)[CH2:2][CH2:3]1. Procedure: By a method similar to Example 17, and using tert-butyl [(1S)-2-({1-[6-(cyclopropylmethoxy)-1,3-benzoxazol-2-yl]piperidin-4-yl}oxy)-1-methylethyl]carbamate and methyl chlorocarbonate, the title compound was obtained.